The task is: describe an organic reaction: reactants, conditions, products, and yield. This data is from the Open Reaction Database (ORD), a public repository of structured organic reaction records. Starting materials: CN(C(=O)Cl)c1ccccc1, OCc1cnn(O)c1. Yields the product CN(C(=O)On1cc(CO)cn1)c1ccccc1. RXN SMILES: [CH3:9][N:10]([C:11](=[O:12])[Cl:13])[c:14]1[cH:15][cH:16][cH:17][cH:18][cH:19]1.[OH:1][n:2]1[n:3][cH:4][c:5]([CH2:7][OH:8])[cH:6]1>>[O:1]([n:2]1[n:3][cH:4][c:5]([CH2:7][OH:8])[cH:6]1)[C:11]([N:10]([CH3:9])[c:14]1[cH:15][cH:16][cH:17][cH:18][cH:19]1)=[O:12]. The reactants are NC=1C=C(C=CC1Cl)C(C)NC(C)=O (N-[1-(3-Amino-4-chlorophenyl)ethyl]acetamide), C(=S)(N1C(C=CC=C1)=O)N1C(C=CC=C1)=O (1,1′-thiocarbonyldi-2-pyridone). The reagents and catalysts are CN(C)C=1C=CN=CC1 (DMAP). Run in C(Cl)Cl (DCM). Product: ClC1=C(C=C(C=C1)C(C)NC(C)=O)N=C=S (N-[1-(4-Chloro-3-isothiocyanatophenyl)ethyl]acetamide). As a reaction SMILES: [NH2:1][C:2]1[CH:3]=[C:4]([CH:9]([NH:11][C:12](=[O:14])[CH3:13])[CH3:10])[CH:5]=[CH:6][C:7]=1[Cl:8].[C:15](N1C=CC=CC1=O)(N1C=CC=CC1=O)=[S:16]>CN(C1C=CN=CC=1)C.C(Cl)Cl>[Cl:8][C:7]1[CH:6]=[CH:5][C:4]([CH:9]([NH:11][C:12](=[O:14])[CH3:13])[CH3:10])=[CH:3][C:2]=1[N:1]=[C:15]=[S:16]. Procedure details: N-[1-(3-Amino-4-chlorophenyl)ethyl]acetamide (90 mg, 0.2 mmol) was added to a mixture of 1,1′-thiocarbonyldi-2-pyridone (69 mg, 0.2 mmol), DMAP (7 mg, 0.05 mmol) and DCM (2 mL) at rt. The mixture was concentrated and used in the next step without further purification. Reactants: FC=1C=C(C=O)C=CC1OCCOC (3-Fluoro-4-(2-methoxy-ethoxy)-benzaldehyde), C(CC(=O)O)(=O)O (malonic acid). Yields the product FC=1C=C(C=CC1OCCOC)C=CC(=O)O (3-[3-Fluoro-4-(2-methoxy-ethoxy)-phenyl]-acrylic acid). RXN SMILES: [F:1][C:2]1[CH:3]=[C:4]([CH:7]=[CH:8][C:9]=1[O:10][CH2:11][CH2:12][O:13][CH3:14])[CH:5]=O.C(O)(=O)[CH2:16][C:17]([OH:19])=[O:18]>>[F:1][C:2]1[CH:3]=[C:4]([CH:5]=[CH:16][C:17]([OH:19])=[O:18])[CH:7]=[CH:8][C:9]=1[O:10][CH2:11][CH2:12][O:13][CH3:14]. Procedure: Similar procedure as described in example 343a was used, starting from 3-Fluoro-4-(2-methoxy-ethoxy)-benzaldehyde and malonic acid to give 3-[3-Fluoro-4-(2-methoxy-ethoxy)-phenyl]-acrylic acid. LC-MS: m/e 241 (MH+). Starting materials: OCCC1=CC=C(OC(C(=O)OCC)(C)C)C=C1 (ethyl 2-[4-(2-hydroxyethyl)-phenoxy]-2-methylpropionate), C1(=CC=CC=C1)P(C1=CC=CC=C1)C1=CC=CC=C1 (triphenylphosphine), C(Br)(Br)(Br)Br (carbon tetrabromide). Solvent: ClCCl (dichloromethane). Conditions: time 40 minute. Product: BrCCC1=CC=C(OC(C(=O)OCC)(C)C)C=C1 (ethyl 2-[4-(2-bromoethyl)phenoxy]-2-methylpropionate). The yield is 84.4%. As a reaction SMILES: O[CH2:2][CH2:3][C:4]1[CH:18]=[CH:17][C:7]([O:8][C:9]([CH3:16])([CH3:15])[C:10]([O:12][CH2:13][CH3:14])=[O:11])=[CH:6][CH:5]=1.C1(P(C2C=CC=CC=2)C2C=CC=CC=2)C=CC=CC=1.C(Br)(Br)(Br)[Br:39]>ClCCl>[Br:39][CH2:2][CH2:3][C:4]1[CH:18]=[CH:17][C:7]([O:8][C:9]([CH3:16])([CH3:15])[C:10]([O:12][CH2:13][CH3:14])=[O:11])=[CH:6][CH:5]=1. Procedure details: To a stirred solution of ethyl 2-[4-(2-hydroxyethyl)-phenoxy]-2-methylpropionate (474 mg) and triphenylphosphine (591 mg) in dichloromethane (10 ml) was added carbon tetrabromide (748 mg) under ice-cooling, and the mixture was stirred for 40 minutes. Rough purification of the reaction mixture by flash column chromatography on silica gel (eluent: diethylether) and further purification of the fraction by medium pressure liquid column chromatography on silica gel (eluent: hexane/diethyl ether=10/1)... Starting materials: O (Water), C([O-])([O-])=O.[K+].[K+] (Potassium carbonate), ClCC#N (chloroacetonitrile), Cl.OC=1C(=NC=CC1)CO (3-hydroxy-2-(hydroxymethyl)pyridine hydrochloride). Solvent: CS(=O)C (DMSO). Reaction conditions: temperature 0 celsius, time 72 hour. The product is OCC1=NC=CC=C1OCC#N ((2-Hydroxymethylpyridin-3-yloxy)acetonitrile). The yield is 59.7%. RXN SMILES: C(=O)([O-])[O-].[K+].[K+].Cl.[OH:8][C:9]1[C:10]([CH2:15][OH:16])=[N:11][CH:12]=[CH:13][CH:14]=1.Cl[CH2:18][C:19]#[N:20].O>CS(C)=O>[OH:16][CH2:15][C:10]1[C:9]([O:8][CH2:18][C:19]#[N:20])=[CH:14][CH:13]=[CH:12][N:11]=1 |f:0.1.2,3.4|. Reported procedure: Potassium carbonate (8.57 g, 0.062 mol) was stirred in DMSO (30 ml) under nitrogen at room temperature for 20 min. The mixture was cooled to 0° C. and 3-hydroxy-2-(hydroxymethyl)pyridine hydrochloride (5.0 g, 0.031 mol) was added. The slurry was stirred at 0° C. for 1.5 h before the addition of chloroacetonitrile (1.96 ml, 2.34 g, 0.031 mol). The mixture was allowed to warm to room temperature and stirred under nitrogen for 72 h. Water (100 ml) was added, and the resultant solution was extracted... Reactants: ClCCl, O=C(NCc1cccc(F)c1)Nc1nc(CO)cs1. Product: O=Cc1csc(NC(=O)NCc2cccc(F)c2)n1. As a reaction SMILES: [Cl:20][CH2:21][Cl:22].[F:1][c:2]1[cH:3][c:4]([CH2:5][NH:6][C:7](=[O:8])[NH:9][c:10]2[s:11][cH:12][c:13]([CH2:15][OH:16])[n:14]2)[cH:17][cH:18][cH:19]1>>[F:1][c:2]1[cH:3][c:4]([CH2:5][NH:6][C:7](=[O:8])[NH:9][c:10]2[s:11][cH:12][c:13]([CH:15]=[O:16])[n:14]2)[cH:17][cH:18][cH:19]1. Starting materials: CN(C=O)C (N,N-Dimethylformamide), C([O-])([O-])=O.[K+].[K+] (potassium carbonate), BrCCCN1CCN(CC1)C (1-(3-bromopropyl)-4-methylpiperazine), C(C1=CC=CC=C1)OC1=C(C(=O)NC2=C(C(=O)OC(C)(C)C)C=CC(=C2)C2=CC=CC=C2)C=C(C=C1)O (tert-butyl 2-(2-(benzyloxy)-5-hydroxybenzamido)-4-phenylbenzoate), C([O-])([O-])=O.[K+].[K+] (Potassium carbonate). The solvent is C(Cl)(Cl)Cl (chloroform), O (Water). Reaction conditions: temperature 100 celsius, time 20 minute. Yields the product C(C1=CC=CC=C1)OC1=C(C(=O)NC2=C(C(=O)OC(C)(C)C)C=CC(=C2)C2=CC=CC=C2)C=C(C=C1)OCCCN1CCN(CC1)C (tert-butyl 2-(2-(benzyloxy)-5-(3-(4-methylpiperazin-1-yl)propoxy)benzamido)-4-phenylbenzoate). Yield: 31.2%. As a reaction SMILES: CN(C)C=O.C(=O)([O-])[O-].[K+].[K+].Br[CH2:13][CH2:14][CH2:15][N:16]1[CH2:21][CH2:20][N:19]([CH3:22])[CH2:18][CH2:17]1.[CH2:23]([O:30][C:31]1[CH:58]=[CH:57][C:56]([OH:59])=[CH:55][C:32]=1[C:33]([NH:35][C:36]1[CH:48]=[C:47]([C:49]2[CH:54]=[CH:53][CH:52]=[CH:51][CH:50]=2)[CH:46]=[CH:45][C:37]=1[C:38]([O:40][C:41]([CH3:44])([CH3:43])[CH3:42])=[O:39])=[O:34])[C:24]1[CH:29]=[CH:28][CH:27]=[CH:26][CH:25]=1>C(Cl)(Cl)Cl.O>[CH2:23]([O:30][C:31]1[CH:58]=[CH:57][C:56]([O:59][CH2:13][CH2:14][CH2:15][N:16]2[CH2:21][CH2:20][N:19]([CH3:22])[CH2:18][CH2:17]2)=[CH:55][C:32]=1[C:33]([NH:35][C:36]1[CH:48]=[C:47]([C:49]2[CH:54]=[CH:53][CH:52]=[CH:51][CH:50]=2)[CH:46]=[CH:45][C:37]=1[C:38]([O:40][C:41]([CH3:44])([CH3:43])[CH3:42])=[O:39])=[O:34])[C:24]1[CH:29]=[CH:28][CH:27]=[CH:26][CH:25]=1 |f:1.2.3|. Procedure details: N,N-Dimethylformamide (3.0 mL), potassium carbonate (0.12 g), and 1-(3-bromopropyl)-4-methylpiperazine (0.30 g) were sequentially added to tert-butyl 2-(2-(benzyloxy)-5-hydroxybenzamido)-4-phenylbenzoate (0.15 g), followed by stirring at 100° C. for 1 hour and 20 minutes. Potassium carbonate (0.12 g) was added to the reaction mixture, followed by stirring at 100° C. for 50 minutes. Water and chloroform were added to the reaction mixture. The organic layer was separated, washed with a saturated a...